This data is from the Open Reaction Database (ORD), a public repository of structured organic reaction records. The task is: describe an organic reaction: reactants, conditions, products, and yield Starting materials: TEA, C1CCC2=NCCCN2CC1 (DBU), BrC=1C=C(C=2C=NN(C2C1)C1CCCC1)C(=O)NCC=1C(NC(=CC1C)C)=O (6-bromo-1-cyclopentyl-N-[(4,6-dimethyl-2-oxo-1,2-dihydro-3-pyridinyl)methyl]-1H-indazole-4-carboxamide), [I-].[Na+] (sodium iodide), CC(C)(C#C)O (2-methyl-3-butyn-2-ol). The reagents and catalysts are C=1C=CC(=CC1)[P](C=2C=CC=CC2)(C=3C=CC=CC3)[Pd]([P](C=4C=CC=CC4)(C=5C=CC=CC5)C=6C=CC=CC6)([P](C=7C=CC=CC7)(C=8C=CC=CC8)C=9C=CC=CC9)[P](C=1C=CC=CC1)(C=1C=CC=CC1)C=1C=CC=CC1 (Pd(Ph3P)4), [Zn] (zinc). Run in CS(=O)C (DMSO), C1CCOC1.CCOC(=O)C (THF EtOAc), O (water). Conditions: temperature 85 celsius, time 10 minute. Yields the product C1(CCCC1)N1N=CC=2C(=CC(=CC12)C#CC(C)(C)O)C(=O)NCC=1C(NC(=CC1C)C)=O (1-cyclopentyl-N-[(4,6-dimethyl-2-oxo-1,2-dihydro-3-pyridinyl)methyl]-6-(3-hydroxy-3-methyl-1-butyn-1-yl)-1H-indazole-4-carboxamide). Reaction SMILES: Br[C:2]1[CH:3]=[C:4]([C:16]([NH:18][CH2:19][C:20]2[C:21](=[O:28])[NH:22][C:23]([CH3:27])=[CH:24][C:25]=2[CH3:26])=[O:17])[C:5]2[CH:6]=[N:7][N:8]([CH:11]3[CH2:15][CH2:14][CH2:13][CH2:12]3)[C:9]=2[CH:10]=1.[I-].[Na+].C1CCN2C(=NCCC2)CC1.[CH3:42][C:43]([OH:47])([C:45]#[CH:46])[CH3:44]>[Zn].C1C=CC([P]([Pd]([P](C2C=CC=CC=2)(C2C=CC=CC=2)C2C=CC=CC=2)([P](C2C=CC=CC=2)(C2C=CC=CC=2)C2C=CC=CC=2)[P](C2C=CC=CC=2)(C2C=CC=CC=2)C2C=CC=CC=2)(C2C=CC=CC=2)C2C=CC=CC=2)=CC=1.C1COCC1.CCOC(C)=O.O.CS(C)=O>[CH:11]1([N:8]2[C:9]3[CH:10]=[C:2]([C:46]#[C:45][C:43]([OH:47])([CH3:44])[CH3:42])[CH:3]=[C:4]([C:16]([NH:18][CH2:19][C:20]4[C:21](=[O:28])[NH:22][C:23]([CH3:27])=[CH:24][C:25]=4[CH3:26])=[O:17])[C:5]=3[CH:6]=[N:7]2)[CH2:15][CH2:14][CH2:13][CH2:12]1 |f:1.2,7.8,^1:52,54,73,92|. Procedure details: To a 10 mL microwave vial containing a mixture of 6-bromo-1-cyclopentyl-N-[(4,6-dimethyl-2-oxo-1,2-dihydro-3-pyridinyl)methyl]-1H-indazole-4-carboxamide (0.12 g, 0.271 mmol), sodium iodide (8.11 mg, 0.054 mmol) and zinc (3.54 mg, 0.054 mmol) were added DMSO (2.5 mL), TEA (0.075 mL, 0.541 mmol), and DBU (0.082 mL, 0.541 mmol). The suspension was stirred and degassed with N2 for 5 min. Next added in 2-methyl-3-butyn-2-ol (0.131 mL, 1.353 mmol) and Pd(Ph3P)4 (0.031 g, 0.027 mmol). The reaction vial...